This data is from the Open Reaction Database (ORD), a public repository of structured organic reaction records. The task is: describe an organic reaction: reactants, conditions, products, and yield The reactants are F[B-](F)(F)F, CCN(CC)CC=C(C)C(OC)OC, C1CCOC1, [Rh+]. Yields the product CCN(C=CC(C)C(OC)OC)CC. As a reaction SMILES: [B-:15]([F:16])([F:17])([F:18])[F:19].[CH2:1]([CH3:2])[N:3]([CH2:4][CH3:5])[CH2:6][CH:7]=[C:8]([CH:9]([O:10][CH3:11])[O:12][CH3:13])[CH3:14].[O:21]1[CH2:22][CH2:23][CH2:24][CH2:25]1.[Rh+:20]>>[CH2:1]([CH3:2])[N:3]([CH2:4][CH3:5])[CH:6]=[CH:7][CH:8]([CH:9]([O:10][CH3:11])[O:12][CH3:13])[CH3:14]. The product is O=C(CCCOc1ccc(B(O)O)cc1)OCc1ccccc1. Starting materials: O=C(O)CCCOc1ccc(B(O)O)cc1, BrCc1ccccc1, O=C([O-])O, [K+], CN(C)C=O. Reaction SMILES: [B:1]([OH:2])([OH:3])[c:4]1[cH:5][cH:6][c:7]([O:8][CH2:9][CH2:10][CH2:11][C:12](=[O:13])[OH:14])[cH:15][cH:16]1.[Br:22][CH2:23][c:24]1[cH:25][cH:26][cH:27][cH:28][cH:29]1.[C:17](=[O:18])([OH:19])[O-:20].[K+:21].[O:30]=[CH:31][N:32]([CH3:33])[CH3:34]>>[B:1]([OH:2])([OH:3])[c:4]1[cH:5][cH:6][c:7]([O:8][CH2:9][CH2:10][CH2:11][C:12]([O:13][CH2:23][c:24]2[cH:25][cH:26][cH:27][cH:28][cH:29]2)=[O:14])[cH:15][cH:16]1.